This data is from the Open Reaction Database (ORD), a public repository of structured organic reaction records. The task is: describe an organic reaction: reactants, conditions, products, and yield As a reaction SMILES: [BH4-:39].[CH3:41][OH:42].[Cl:1][c:2]1[c:3]2[c:4]([n:5][cH:6][c:7]1-[c:8]1[cH:9][c:10]([C:14](=[O:15])[c:16]3[o:17][cH:18][cH:19][n:20]3)[cH:11][cH:12][cH:13]1)[n:21]([CH2:31][O:32][CH2:33][CH2:34][Si:35]([CH3:36])([CH3:37])[CH3:38])[cH:22][c:23]2-[c:24]1[c:25]([F:30])[cH:26][cH:27][cH:28][cH:29]1.[Na+:40]>>[Cl:1][c:2]1[c:3]2[c:4]([n:5][cH:6][c:7]1-[c:8]1[cH:9][c:10]([CH:14]([OH:15])[c:16]3[o:17][cH:18][cH:19][n:20]3)[cH:11][cH:12][cH:13]1)[n:21]([CH2:31][O:32][CH2:33][CH2:34][Si:35]([CH3:36])([CH3:37])[CH3:38])[cH:22][c:23]2-[c:24]1[c:25]([F:30])[cH:26][cH:27][cH:28][cH:29]1. Yields the product C[Si](C)(C)CCOCn1cc(-c2ccccc2F)c2c(Cl)c(-c3cccc(C(O)c4ncco4)c3)cnc21. Starting materials: [BH4-], CO, C[Si](C)(C)CCOCn1cc(-c2ccccc2F)c2c(Cl)c(-c3cccc(C(=O)c4ncco4)c3)cnc21, [Na+]. Reactants: O=C(Cl)C1CCCC1, Cl, Nc1ncc([N+](=O)[O-])cn1, c1ccncc1. Product: O=C(Nc1ncc([N+](=O)[O-])cn1)C1CCCC1. Reaction SMILES: [CH:1]1([C:6](=[O:7])[Cl:8])[CH2:2][CH2:3][CH2:4][CH2:5]1.[ClH:25].[NH2:9][c:10]1[n:11][cH:12][c:13]([N+:16](=[O:17])[O-:18])[cH:14][n:15]1.[cH:19]1[cH:20][cH:21][n:22][cH:23][cH:24]1>>[CH:1]1([C:6](=[O:7])[NH:9][c:10]2[n:11][cH:12][c:13]([N+:16](=[O:17])[O-:18])[cH:14][n:15]2)[CH2:2][CH2:3][CH2:4][CH2:5]1.